This data is from the Open Reaction Database (ORD), a public repository of structured organic reaction records. The task is: describe an organic reaction: reactants, conditions, products, and yield The reactants are CC(=O)N1Cc2cc(Br)ccc2CCc2ccccc21, O=C([O-])[O-], COc1ccccc1B(O)O, CCO, Cc1ccccc1, [Na+], [Na+], c1ccc(P(c2ccccc2)(c2ccccc2)[Pd](P(c2ccccc2)(c2ccccc2)c2ccccc2)(P(c2ccccc2)(c2ccccc2)c2ccccc2)P(c2ccccc2)(c2ccccc2)c2ccccc2)cc1. Yields the product COc1ccccc1-c1ccc2c(c1)CN(C(C)=O)c1ccccc1CC2. As a reaction SMILES: [Br:1][c:2]1[cH:3][c:4]2[c:5]([cH:19][cH:20]1)[CH2:6][CH2:7][c:8]1[c:9]([cH:15][cH:16][cH:17][cH:18]1)[N:10]([C:12]([CH3:13])=[O:14])[CH2:11]2.[C:32](=[O:33])([O-:34])[O-:35].[CH3:21][O:22][c:23]1[c:24]([B:29]([OH:30])[OH:31])[cH:25][cH:26][cH:27][cH:28]1.[CH3:38][CH2:39][OH:40].[CH3:41][c:42]1[cH:43][cH:44][cH:45][cH:46][cH:47]1.[Na+:36].[Na+:37].[cH:48]1[cH:49][cH:50][c:51]([P:52]([Pd:53]([P:54]([c:55]2[cH:56][cH:57][cH:58][cH:59][cH:60]2)([c:61]2[cH:62][cH:63][cH:64][cH:65][cH:66]2)[c:67]2[cH:68][cH:69][cH:70][cH:71][cH:72]2)([P:73]([c:74]2[cH:75][cH:76][cH:77][cH:78][cH:79]2)([c:80]2[cH:81][cH:82][cH:83][cH:84][cH:85]2)[c:86]2[cH:87][cH:88][cH:89][cH:90][cH:91]2)[P:92]([c:93]2[cH:94][cH:95][cH:96][cH:97][cH:98]2)([c:99]2[cH:100][cH:101][cH:102][cH:103][cH:104]2)[c:105]2[cH:106][cH:107][cH:108][cH:109][cH:110]2)([c:111]2[cH:112][cH:113][cH:114][cH:115][cH:116]2)[c:117]2[cH:118][cH:119][cH:120][cH:121][cH:122]2)[cH:123][cH:124]1>>[c:2]1(-[c:24]2[c:23]([O:22][CH3:21])[cH:28][cH:27][cH:26][cH:25]2)[cH:3][c:4]2[c:5]([cH:19][cH:20]1)[CH2:6][CH2:7][c:8]1[c:9]([cH:15][cH:16][cH:17][cH:18]1)[N:10]([C:12]([CH3:13])=[O:14])[CH2:11]2. Procedure: A mixture of (E)-6-((dimethylamino)methylene)-6,11-dihydro-5H-dipyrido[2,3-b :4′,3′-f]azepin-5-one (0.303 g), 1-(3-chlorobenzyl)guanidinium chloride (0.500 g) and sodium ethoxide (21% solution in ethanol) (0.5 mL) in absolute ethanol (15 mL) was refluxed in for 3 hours. The reaction mixture was cooled to room temperature and poured into ethyl acetate (150 mL), washed with water (200 mL), dried over anhydrous magnesium sulfate and evaporated to dryness under reduced pressure to yield a brown soli... Reactants: C(C)(=O)OCC (ethyl acetate), CN(C)\C=C/1\C(C2=C(NC3=C1C=CN=C3)N=CC=C2)=O ((E)-6-((dimethylamino)methylene)-6,11-dihydro-5H-dipyrido[2,3-b :4′,3′-f]azepin-5-one), [Cl-].ClC=1C=C(CNC(=[NH2+])N)C=CC1 (1-(3-chlorobenzyl)guanidinium chloride), [O-]CC.[Na+] (sodium ethoxide). The solvent is C(C)O (ethanol). The product is ClC=1C=C(CNC=2N=CC3=C(C4=C(NC5=C3C=CN=C5)N=CC=C4)N2)C=CC1 (N-(3-chlorobenzyl)-9H-dipyrido[2,3-b:4′,3′-f]pyrimido[4,5-d]azepin-2-amine). The yield is 30.4%. RXN SMILES: CN(/[CH:4]=[C:5]1/[C:6](=O)[C:7]2[CH:19]=[CH:18][CH:17]=[N:16][C:8]=2[NH:9][C:10]2[CH:15]=[N:14][CH:13]=[CH:12][C:11]/1=2)C.[Cl-].[Cl:22][C:23]1[CH:24]=[C:25]([CH:31]=[CH:32][CH:33]=1)[CH2:26][NH:27][C:28]([NH2:30])=[NH2+:29].[O-]CC.[Na+].C(OCC)(=O)C>C(O)C>[Cl:22][C:23]1[CH:24]=[C:25]([CH:31]=[CH:32][CH:33]=1)[CH2:26][NH:27][C:28]1[N:30]=[CH:4][C:5]2[C:11]3[CH:12]=[CH:13][N:14]=[CH:15][C:10]=3[NH:9][C:8]3[N:16]=[CH:17][CH:18]=[CH:19][C:7]=3[C:6]=2[N:29]=1 |f:1.2,3.4|. Reactants: C(=O)(Cl)Cl (phosgene), C1(=CC=CC=C1)C (toluene), FC(C=1C=C(C=CC1)CCN)(F)F (2-(3-trifluoromethylphenyl)ethylamine), CN(C)C1=CC=CC2=C1C(=CC=C2)N(C)C (Proton sponge), solution. Solvent: C(Cl)Cl (methylene chloride). Conditions: temperature 25 celsius, time 1 hour. Yields the product FC(C=1C=C(C=CC1)CCN=C=O)(F)F (2-(3-Trifluoromethylphenyl)ethylisocyanate). Reaction SMILES: [F:1][C:2]([F:13])([F:12])[C:3]1[CH:4]=[C:5]([CH2:9][CH2:10][NH2:11])[CH:6]=[CH:7][CH:8]=1.CN(C1C2C(N(C)C)=CC=CC=2C=CC=1)C.[C:30](Cl)(Cl)=[O:31].C1(C)C=CC=CC=1>C(Cl)Cl>[F:1][C:2]([F:12])([F:13])[C:3]1[CH:4]=[C:5]([CH2:9][CH2:10][N:11]=[C:30]=[O:31])[CH:6]=[CH:7][CH:8]=1. Procedure details: To a methylene chloride solution of commercially available 2-(3-trifluoromethylphenyl)ethylamine (5.65 mmol) at 0° C. was added solid Proton sponge (5.65 mmol) then a 20% solution of phosgene in toluene (5.65 mmol). The solution was stirred at 25° C. for 1 hour and then washed with 1N HCl (40 mL). The methylene chloride was then dried with sodium sulfate and evaporated. 1H-NMR (CDCl3): 7.5 ppm (m, 4H); 3.6 ppm (t, 2H); 2.95 ppm (t, 2H). The reactants are OOS(=O)[O-].[K+] (Oxone), ClC=1C=CC(=NC1)C=1NC(=CC1)C(CC1CCOCC1)C1=NC=C(C=C1)SC (5-chloro-2-(5-{1-[5-(methylsulfanyl)pyridin-2-yl]-2-(tetrahydro-2H-pyran-4-yl)ethyl}-1H-pyrrol-2-yl)pyridine), O1CCCC1 (tetrahydrofuran), O (water). Run in CO (methanol), C(C)(=O)OCC (ethyl acetate). Conditions: time 4 hour. The product is ClC=1C=CC(=NC1)C=1NC(=CC1)C(CC1CCOCC1)C1=NC=C(C=C1)S(=O)(=O)C (5-chloro-2-(5-{1-[5-(methylsulfonyl)pyridin-2-yl]-2-(tetrahydro-2H-pyran-4-yl)ethyl}-1H-pyrrol-2-yl)pyridine). The yield is 52.0%. Reaction SMILES: [Cl:1][C:2]1[CH:3]=[CH:4][C:5]([C:8]2[NH:9][C:10]([CH:13]([C:21]3[CH:26]=[CH:25][C:24](SC)=[CH:23][N:22]=3)[CH2:14][CH:15]3[CH2:20][CH2:19][O:18][CH2:17][CH2:16]3)=[CH:11][CH:12]=2)=[N:6][CH:7]=1.O1CCC[CH2:30]1.O.O[O:36][S:37]([O-:39])=O.[K+]>C(OCC)(=O)C.CO>[Cl:1][C:2]1[CH:3]=[CH:4][C:5]([C:8]2[NH:9][C:10]([CH:13]([C:21]3[CH:26]=[CH:25][C:24]([S:37]([CH3:30])(=[O:39])=[O:36])=[CH:23][N:22]=3)[CH2:14][CH:15]3[CH2:16][CH2:17][O:18][CH2:19][CH2:20]3)=[CH:11][CH:12]=2)=[N:6][CH:7]=1 |f:3.4|. Procedure details: To a mixture of 5-chloro-2-(5-{1-[5-(methylsulfanyl)pyridin-2-yl]-2-(tetrahydro-2H-pyran-4-yl)ethyl}-1H-pyrrol-2-yl)pyridine (117 mg), tetrahydrofuran (2 mL), water (2 mL) and methanol (2 mL) was added Oxone (registered trademark) (207 mg), and the mixture was stirred at room temperature for 4 hr. The reaction mixture was diluted with ethyl acetate, and washed with saturated aqueous sodium hydrogen carbonate solution. The ethyl acetate layer was dried (MgSO4) and concentrated. The residue was su... The reactants are C(C)(=O)N1CC2=C(CC1)SC(=C2CCCl)C (5-acetyl-3-(2-chloroethyl)-4,5,6,7-tetrahydro-2-methylthieno[3,2-c]pyridine), C(C(=O)[O-])(=O)[O-] (oxalate), Cl.FC1=CC2=C(C(=NO2)C2CCNCC2)C=C1 (4-(6-fluoro-1,2-benzisoxazol-3-yl)piperidine hydrochloride). Yields the product C(C)(=O)N1CC2=C(CC1)SC(=C2CCN2CCC(CC2)C2=NOC1=C2C=CC(=C1)F)C (5-acetyl-3-(2-(4-(6-fluoro-1,2-benzisoxazol-3-yl)piperidin-1-yl)ethyl)-4,5,6,7-tetrahydro-2-methylthieno[3,2-c]pyridine). The yield is 14.5%. RXN SMILES: [C:1]([N:4]1[CH2:9][CH2:8][C:7]2[S:10][C:11]([CH3:16])=[C:12]([CH2:13][CH2:14]Cl)[C:6]=2[CH2:5]1)(=[O:3])[CH3:2].Cl.[F:18][C:19]1[CH:33]=[CH:32][C:22]2[C:23]([CH:26]3[CH2:31][CH2:30][NH:29][CH2:28][CH2:27]3)=[N:24][O:25][C:21]=2[CH:20]=1.C([O-])(=O)C([O-])=O>>[C:1]([N:4]1[CH2:9][CH2:8][C:7]2[S:10][C:11]([CH3:16])=[C:12]([CH2:13][CH2:14][N:29]3[CH2:28][CH2:27][CH:26]([C:23]4[C:22]5[CH:32]=[CH:33][C:19]([F:18])=[CH:20][C:21]=5[O:25][N:24]=4)[CH2:31][CH2:30]3)[C:6]=2[CH2:5]1)(=[O:3])[CH3:2] |f:1.2|. Procedure details: The reaction and procedure were conducted in a similar manner as in Example 24 using 2.0 g of 5-acetyl-3-(2-chloroethyl)-4,5,6,7-tetrahydro-2-methylthieno[3,2-c]pyridine and 1.0 g of 4-(6-fluoro-1,2-benzisoxazol-3-yl)piperidine hydrochloride to give 0.25 g of 5-acetyl-3-(2-(4-(6-fluoro-1,2-benzisoxazol-3-yl)piperidin-1-yl)ethyl)-4,5,6,7-tetrahydro-2-methylthieno[3,2-c]pyridine as an oil, m.p. 198°-200° C. (decomposition) as an oxalate thereof. Reactants: Br, CC(C)CCCC(C)CCCC(C)COC(C)(C)C. The product is CC(C)CCCC(C)CCCC(C)CBr. Reaction SMILES: [BrH:20].[C:1]([O:2][CH2:6][CH:7]([CH2:8][CH2:9][CH2:10][CH:11]([CH2:12][CH2:13][CH2:14][CH:15]([CH3:16])[CH3:17])[CH3:18])[CH3:19])([CH3:3])([CH3:4])[CH3:5]>>[CH2:6]([CH:7]([CH2:8][CH2:9][CH2:10][CH:11]([CH2:12][CH2:13][CH2:14][CH:15]([CH3:16])[CH3:17])[CH3:18])[CH3:19])[Br:20].